Task: describe an organic reaction: reactants, conditions, products, and yield. Dataset: the Open Reaction Database (ORD), a public repository of structured organic reaction records Reactants: C1COCCO1, CC(C)(C)OC(=O)N1CCC(n2c(=O)[nH]c3c(F)cc(C4CC4)cc32)CC1, ClCCl, Cl. The product is O=c1[nH]c2c(F)cc(C3CC3)cc2n1C1CCNCC1, Cl. Reaction SMILES: [CH2:32]1[O:33][CH2:34][CH2:35][O:36][CH2:37]1.[CH:1]1([c:4]2[cH:5][c:6]([F:27])[c:7]3[c:8]([n:9]([CH:13]4[CH2:14][CH2:15][N:16]([C:19]([O:20][C:21]([CH3:22])([CH3:23])[CH3:24])=[O:25])[CH2:17][CH2:18]4)[c:10](=[O:12])[nH:11]3)[cH:26]2)[CH2:2][CH2:3]1.[Cl:29][CH2:30][Cl:31].[ClH:28]>>[CH:1]1([c:4]2[cH:5][c:6]([F:27])[c:7]3[c:8]([n:9]([CH:13]4[CH2:14][CH2:15][NH:16][CH2:17][CH2:18]4)[c:10](=[O:12])[nH:11]3)[cH:26]2)[CH2:2][CH2:3]1.[ClH:28]. Starting materials: C(C)OC(CC(O)C=1C(=NC=CC1)Cl)=O (3-(2-chloropyridin-3-yl)-3-hydroxypropanoic acid ethyl ester), [H-].[H-].[H-].[H-].[Li+].[Al+3] (LiAlH4). The solvent is C1CCOC1 (THF), C1CCOC1 (THF). Run at temperature 0 celsius, time 1 hour. The product is ClC1=NC=CC=C1C(CCO)O (1-(2-chloropyridin-3-yl)propane-1,3-diol). As a reaction SMILES: C([O:3][C:4](=O)[CH2:5][CH:6]([C:8]1[C:9]([Cl:14])=[N:10][CH:11]=[CH:12][CH:13]=1)[OH:7])C.[H-].[H-].[H-].[H-].[Li+].[Al+3]>C1COCC1>[Cl:14][C:9]1[C:8]([CH:6]([OH:7])[CH2:5][CH2:4][OH:3])=[CH:13][CH:12]=[CH:11][N:10]=1 |f:1.2.3.4.5.6|. Procedure: To a solution of 3-(2-chloropyridin-3-yl)-3-hydroxypropanoic acid ethyl ester (66.7 mmol) in 47 mL THF was added a suspension of LiAlH4 (100 mmol) in 219 mL THF at 0° C. The mixture was stirred at 0° C. for 1 h and was then quenched by adding consecutively 3.8 mL water, 3.8 mL 15% aq. NaOH solution and 11.4 mL water. The mixture was filtrated and the residue was washed with MTBE and EtOAc. The filtrate was dried over MgSO4 and concentrated in vacuo to obtain the desired product as yellow solid. RXN SMILES: [C:20]([c:21]1[nH:22][cH:23][cH:24][n:25]1)([c:26]1[nH:27][cH:28][cH:29][n:30]1)=[O:31].[CH3:35][N:36]([CH3:37])[CH:38]=[O:39].[NH2:33][NH2:34].[O:1]=[c:2]1[c:3]([C:17](=[O:18])[OH:19])[cH:4][n:5][c:6]2[n:7]1[c:8]1[cH:9][cH:10][cH:11][cH:12][c:13]1[nH:14][c:15]2=[O:16].[OH2:32]>>[O:1]=[c:2]1[c:3]([C:17](=[O:19])[NH:33][NH2:34])[cH:4][n:5][c:6]2[n:7]1[c:8]1[cH:9][cH:10][cH:11][cH:12][c:13]1[nH:14][c:15]2=[O:16]. The product is NNC(=O)c1cnc2c(=O)[nH]c3ccccc3n2c1=O. Starting materials: O=C(c1ncc[nH]1)c1ncc[nH]1, CN(C)C=O, NN, O=C(O)c1cnc2c(=O)[nH]c3ccccc3n2c1=O, O. The reactants are C1(=CC=CC=C1)CCCCP(O)O (4-phenylbutylphosphonous acid), C(C1=CC=CC=C1)C(C(=O)[O-])Br (benzylbromoacetate). Product: OP(=O)(CC)CC(=O)O ([Hydroxy(ethyl)phosphinyl]acetic acid). Reaction SMILES: C1(CC[CH2:9][CH2:10][P:11]([OH:13])[OH:12])C=CC=CC=1.C([CH:21](Br)[C:22]([O-:24])=[O:23])C1C=CC=CC=1>>[OH:13][P:11]([CH2:21][C:22]([OH:24])=[O:23])([CH2:10][CH3:9])=[O:12]. Procedure details: Following the procedure as set out in Example 1, except substituting ethylphosphonous acid for 4-phenylbutylphosphonous acid, and substituting chloroacetic acid for benzylbromoacetate, the title compound is obtained. The reactants are COc1nc(SC)nc2c1c(C)cn2Cc1ccc(C(=O)c2ccc(F)cc2)cc1, C1COCCO1, Cc1cc(O)c(C(C)(C)C)cc1Sc1cc(C(C)(C)C)c(O)cc1C. Yields the product CSc1nc2c(c(C)cn2Cc2ccc(C(=O)c3ccc(F)cc3)cc2)c(=O)[nH]1. Reaction SMILES: [F:1][c:2]1[cH:3][cH:4][c:5]([C:6](=[O:7])[c:8]2[cH:9][cH:10][c:11]([CH2:12][n:13]3[cH:14][c:15]([CH3:26])[c:16]4[c:17]3[n:18][c:19]([S:24][CH3:25])[n:20][c:21]4[O:22][CH3:23])[cH:27][cH:28]2)[cH:29][cH:30]1.[O:56]1[CH2:57][CH2:58][O:59][CH2:60][CH2:61]1.[S:31]([c:32]1[c:33]([CH3:34])[cH:35][c:36]([OH:37])[c:38]([C:39]([CH3:40])([CH3:41])[CH3:42])[cH:43]1)[c:44]1[c:45]([CH3:46])[cH:47][c:48]([OH:49])[c:50]([C:51]([CH3:52])([CH3:53])[CH3:54])[cH:55]1>>[F:1][c:2]1[cH:3][cH:4][c:5]([C:6](=[O:7])[c:8]2[cH:9][cH:10][c:11]([CH2:12][n:13]3[cH:14][c:15]([CH3:26])[c:16]4[c:17]3[n:18][c:19]([S:24][CH3:25])[nH:20][c:21]4=[O:22])[cH:27][cH:28]2)[cH:29][cH:30]1. Starting materials: S(=O)(=O)([O-])OOS(=O)(=O)[O-].[K+].[K+] (potassium persulfate), cupric sulfate, S(=O)(=O)([O-])OOS(=O)(=O)[O-].[K+].[K+] (potassium persulfate), BrC=1C=CC2=C(CC3(CCCCCC3)O2)C1 (5-bromo-spiro[benzofuran-2(3H),1'-cycloheptane]). Solvent: O (water), C(C)#N (acetonitrile), O (water). Conditions: time 1.5 hour. The product is BrC=1C=CC2=C(C(C3(CCCCCC3)O2)=O)C1 (5-Bromo-spiro[benzofuran-2(3H),1'-cycloheptan]-3-one). Reaction SMILES: S(OOS([O-])(=O)=O)([O-])(=O)=[O:2].[K+].[K+].[Br:13][C:14]1[CH:15]=[CH:16][C:17]2[O:27][C:20]3([CH2:26][CH2:25][CH2:24][CH2:23][CH2:22][CH2:21]3)[CH2:19][C:18]=2[CH:28]=1>C(#N)C.O>[Br:13][C:14]1[CH:15]=[CH:16][C:17]2[O:27][C:20]3([CH2:26][CH2:25][CH2:24][CH2:23][CH2:22][CH2:21]3)[C:19](=[O:2])[C:18]=2[CH:28]=1 |f:0.1.2|. Procedure details: To a stirred mixture of 17.57 g of potassium persulfate, 5.19 g of cupric sulfate and 100 ml of distilled water was added a solution of 9.13 g of 5-bromo-spiro[benzofuran-2(3H),1'-cycloheptane] in 100 ml of acetonitrile. The mixture was stirred and heated to reflux; after 1.5 hours, GC showed only 6% unreacted starting material. Another 3.51 g of potassium persulfate was added and the mixture was refluxed for another hour and thereafter cooled to room temperature. The mixture was diluted with wa... Starting materials: F[B-](F)(F)F (BF4), CCN(C(C)C)C(C)C (DIPEA), ClC1=NC(=NC=C1C(F)(F)F)NC=1C=NN(C1)C(=O)OC(C)(C)C (tert-butyl 4-((4-chloro-5-(trifluoromethyl)pyrimidin-2-yl)amino)-1H-pyrazole-1-carboxylate), C(#C)C1=C(C=CC=C1)C(C(=O)N)C (2-(2-ethynylphenyl)propanamide). The reagents and catalysts are [Cu]I (CuI), Cl[Pd]([P](C1=CC=CC=C1)(C2=CC=CC=C2)C3=CC=CC=C3)([P](C4=CC=CC=C4)(C5=CC=CC=C5)C6=CC=CC=C6)Cl (PdCl2(PPh3)2). Run in O1CCOCC1 (1,4-dioxane). The product is NC(C(C)C1=C(C=CC=C1)C#CC1=NC(=NC=C1C(F)(F)F)NC=1C=NN(C1)C(=O)OC(C)(C)C)=O (tert-Butyl 4-((4-((2-(1-amino-1-oxopropan-2-yl)phenyl)ethynyl)-5-(trifluoromethyl)pyrimidin-2-yl)amino)-1H-pyrazole-1-carboxylate). As a reaction SMILES: Cl[C:2]1[C:7]([C:8]([F:11])([F:10])[F:9])=[CH:6][N:5]=[C:4]([NH:12][C:13]2[CH:14]=[N:15][N:16]([C:18]([O:20][C:21]([CH3:24])([CH3:23])[CH3:22])=[O:19])[CH:17]=2)[N:3]=1.[C:25]([C:27]1[CH:32]=[CH:31][CH:30]=[CH:29][C:28]=1[CH:33]([CH3:37])[C:34]([NH2:36])=[O:35])#[CH:26].F[B-](F)(F)F.CCN(C(C)C)C(C)C>O1CCOCC1.Cl[Pd](Cl)([P](C1C=CC=CC=1)(C1C=CC=CC=1)C1C=CC=CC=1)[P](C1C=CC=CC=1)(C1C=CC=CC=1)C1C=CC=CC=1.[Cu]I>[NH2:36][C:34](=[O:35])[CH:33]([C:28]1[CH:29]=[CH:30][CH:31]=[CH:32][C:27]=1[C:25]#[C:26][C:2]1[C:7]([C:8]([F:11])([F:10])[F:9])=[CH:6][N:5]=[C:4]([NH:12][C:13]2[CH:14]=[N:15][N:16]([C:18]([O:20][C:21]([CH3:24])([CH3:23])[CH3:22])=[O:19])[CH:17]=2)[N:3]=1)[CH3:37] |^1:60,79|. Procedure details: A degassed mixture of tert-butyl 4-((4-chloro-5-(trifluoromethyl)pyrimidin-2-yl)amino)-1H-pyrazole-1-carboxylate A61 (0.373 g, 1.03 mmol), 2-(2-ethynylphenyl)propanamide K7 (0.452 g, 2.40 mmol), PdCl2(PPh3)2 (0.015 g, 0.02 mmol), t-Bu3PH.BF4 (0.011 g, 0.038 mmol) and CuI (0.007 g, 0.04 mmol) in 1,4-dioxane (6.0 mL) and DIPEA (0.90 mL, 5.2 mmol) was heated in the microwave at 100° C. for 30 minutes. The mixture was concentrated under reduced pressure and purified using silica gel column chromatog...